describe an organic reaction: reactants, conditions, products, and yield From a dataset of the Open Reaction Database (ORD), a public repository of structured organic reaction records. Starting materials: ClC1=CC(=NC2=CC=CC=C12)C1=CC=CC=C1 (4-Chloro-2-phenylquinoline), SCCC(=O)O (3-mercaptopropionic acid), C1(=CC=CC=C1)C1=NC2=CC=CC=C2C(=C1)SCC(=O)O (2-[(2-phenyl-4-quinolyl)thio]acetic acid). Solvent: N1=CC=CC=C1 (pyridine). The product is C1(=CC=CC=C1)C1=NC2=CC=CC=C2C(=C1)SCCC(=O)O (3-[(2-phenyl-4-quinolyl)thio]propionic acid). The yield is 54.9%. Reaction SMILES: Cl[C:2]1[C:11]2[C:6](=[CH:7][CH:8]=[CH:9][CH:10]=2)[N:5]=[C:4]([C:12]2[CH:17]=[CH:16][CH:15]=[CH:14][CH:13]=2)[CH:3]=1.[SH:18][CH2:19][CH2:20][C:21]([OH:23])=[O:22].C1(C2C=C(SCC(O)=O)C3C(=CC=CC=3)N=2)C=CC=CC=1>N1C=CC=CC=1>[C:12]1([C:4]2[CH:3]=[C:2]([S:18][CH2:19][CH2:20][C:21]([OH:23])=[O:22])[C:11]3[C:6](=[CH:7][CH:8]=[CH:9][CH:10]=3)[N:5]=2)[CH:17]=[CH:16][CH:15]=[CH:14][CH:13]=1. Reported procedure: 4-Chloro-2-phenylquinoline (4.8 g) and 3-mercaptopropionic acid (2.54 g) in pyridine (50 cc) are heated under reflux for 11 hours. After a treatment similar to that described in Example 54 for 2-[(2-phenyl-4-quinolyl)thio]acetic acid, 3-[(2-phenyl-4-quinolyl)thio]propionic acid (3.4 g) is isolated, the proton NMR spectrum of which, in deuterated chloroform, has the following characteristics: Starting materials: ClC(Cl)(OC(OC(Cl)(Cl)Cl)=O)Cl (triphosgene), C(O)([O-])=O.[Na+] (sodium hydrogencarbonate), COC=1C=C2C(=CC=NC2=CC1OC)OC1=C(C(=C(N)C=C1)C)C (4-[(6,7-Dimethoxy-4-quinolyl)oxy]-2,3-dimethyl-aniline), NC1=NC=C(C=C1)Cl (2-amino-5-chloropyridine). Solvent: C(C)N(CC)CC (triethylamine), ClCCl (dichloromethane), C(Cl)(Cl)Cl (chloroform). Reaction conditions: time 30 minute. Yields the product ClC=1C=CC(=NC1)NC(=O)NC1=C(C(=C(C=C1)OC1=CC=NC2=CC(=C(C=C12)OC)OC)C)C (N-(5-Chloro-2-pyridyl)-N′-{4-[(6,7-dimethoxy-4-quinolyl)oxy]-2,3-dimethylphenyl}urea). The yield is 76.9%. As a reaction SMILES: [CH3:1][O:2][C:3]1[CH:4]=[C:5]2[C:10](=[CH:11][C:12]=1[O:13][CH3:14])[N:9]=[CH:8][CH:7]=[C:6]2[O:15][C:16]1[CH:22]=[CH:21][C:19]([NH2:20])=[C:18]([CH3:23])[C:17]=1[CH3:24].Cl[C:26](Cl)([O:28]C(=O)OC(Cl)(Cl)Cl)Cl.[NH2:37][C:38]1[CH:43]=[CH:42][C:41]([Cl:44])=[CH:40][N:39]=1.C(=O)([O-])O.[Na+]>C(Cl)(Cl)Cl.C(N(CC)CC)C.ClCCl>[Cl:44][C:41]1[CH:42]=[CH:43][C:38]([NH:37][C:26]([NH:20][C:19]2[CH:21]=[CH:22][C:16]([O:15][C:6]3[C:5]4[C:10](=[CH:11][C:12]([O:13][CH3:14])=[C:3]([O:2][CH3:1])[CH:4]=4)[N:9]=[CH:8][CH:7]=3)=[C:17]([CH3:24])[C:18]=2[CH3:23])=[O:28])=[N:39][CH:40]=1 |f:3.4|. Reported procedure: 4-[(6,7-Dimethoxy-4-quinolyl)oxy]-2,3-dimethyl-aniline (3.00 g) was dissolved in chloroform (150 ml) and triethylamine (6 ml), and a solution of triphosgene (2.74 g) in dichloromethane was then added to the solution. The mixture was stirred at room temperature for 30 min. Next, 2-amino-5-chloropyridine (2.38 g) was added to the reaction solution, and the mixture was then stirred at room temperature for additional 2 hr. A saturated aqueous sodium hydrogencarbonate solution was added to the reacti... Reactants: O=C(NCC=1C=CC=CC1C)C(F)(F)F. Reagents/catalysts: O1B(OC(C)(C)C1(C)C)B2OC(C)(C)C(O2)(C)C, O=S(=O)([O-])CC=1C=NC(=CC1)C2=NC=C(C=C2)C.CCCC[N+](CCCC)(CCCC)CCCC, C[OH2+].C[OH2+].C1CC=CCCC=C1.C1CC=CCCC=C1.[Ir].[Ir]. The solvent is O1CCCC1. Reaction conditions: temperature 50 celsius, time 20 hour. The product is O=C(NCC1=CC(=CC=C1C)B2OC(C)(C)C(O2)(C)C)C(F)(F)F, O=C(NCC1=CC=C(C=C1C)B2OC(C)(C)C(O2)(C)C)C(F)(F)F. Yield: 10.0%. Procedure: Following general procedure F using 2,2,2‐trifluoro‐N‐(2‐methylbenzyl)acetamide (54.3 mg, 0.25 mmol), B2pin2 (127 mg, 0.50 mmol), [Ir(COD)OMe]2 (2.5 mg, 0.00375 mmol) and 1a (3.8 mg, 0.0075 mmol) in THF (1.25 mL). The reaction was stirred at 50 °C for 20 hours before cooling and the solvents removed. Analysis of crude 1 H NMR using internal standard 1,2‐dimethoxyethane showed 7.8:1 meta:para borylation in 93% yield. The crude product was purified by silica gel chromatography (Pet. Ether (40‐60):... The reactants are ClC(=O)OCC1=CC=CC=C1 (benzyl chloroformate), O (water), C([O-])(O)=O.[Na+] (sodium bicarbonate), NC(CO)(C)C (2-amino-2-methylpropan-1-ol). Run in ClCCl (dichloromethane). Run at time 16 hour. The product is OCC(C)(C)NC(OCC1=CC=CC=C1)=O (benzyl 1-hydroxy-2-methylpropan-2-ylcarbamate). Isolated yield 101.9%. RXN SMILES: [NH2:1][C:2]([CH3:6])([CH3:5])[CH2:3][OH:4].O.C(=O)(O)[O-].[Na+].Cl[C:14]([O:16][CH2:17][C:18]1[CH:23]=[CH:22][CH:21]=[CH:20][CH:19]=1)=[O:15]>ClCCl>[OH:4][CH2:3][C:2]([NH:1][C:14](=[O:15])[O:16][CH2:17][C:18]1[CH:23]=[CH:22][CH:21]=[CH:20][CH:19]=1)([CH3:6])[CH3:5] |f:2.3|. Procedure details: 3.0 g of 2-amino-2-methylpropan-1-ol was dissolved in 100 mL of dichloromethane, and 100 mL of water and 8.4 g of sodium bicarbonate were then added. To this solution, 5.7 g of benzyl chloroformate was added dropwise, and the mixture was stirred at room temperature for 16 hours. After extraction with dichloromethane (100 mL×3), the extract was dried over anhydrous sodium sulfate. After filtration, the filtrate was concentrated, and the obtained crude product was purified by silica gel column chr...